This data is from the Open Reaction Database (ORD), a public repository of structured organic reaction records. The task is: describe an organic reaction: reactants, conditions, products, and yield The reactants are C(#N)[BH3-].[Na+] (sodium cyanoborohydride), C(C)(=O)NC=1C=C(C=CC1)C(C=CN(C)C)=O (3'-actamido-3-(N,N-dimethylamino)acrylophenone), NC1=NNC=C1C#N (3-amino-4-cyanopyrazole), C(#N)C=1C=NN2C1N=CC=C2C=2C=C(C=CC2)NC(C)=O (N-[3-(3-cyano-pyrazolo[1,5-a]pyrimidin-7-yl)phenyl]acetamide). Solvent: C(C)(=O)O (acetic acid), C(C)(=O)O (acetic acid). Yields the product C(#N)C=1C=NN2C1NCC=C2C=2C=C(C=CC2)NC(C)=O (N-[3-(3-cyano-4,5-dihydropyrazolo[1,5-a]pyrimidin-7-yl)phenyl]acetamide). RXN SMILES: C(NC1C=C(C(=O)C=CN(C)C)C=CC=1)(=O)C.NC1C(C#N)=CNN=1.[C:26]([C:28]1[CH:29]=[N:30][N:31]2[C:36]([C:37]3[CH:38]=[C:39]([NH:43][C:44](=[O:46])[CH3:45])[CH:40]=[CH:41][CH:42]=3)=[CH:35][CH:34]=[N:33][C:32]=12)#[N:27].C([BH3-])#N.[Na+]>C(O)(=O)C>[C:26]([C:28]1[CH:29]=[N:30][N:31]2[C:36]([C:37]3[CH:38]=[C:39]([NH:43][C:44](=[O:46])[CH3:45])[CH:40]=[CH:41][CH:42]=3)=[CH:35][CH2:34][NH:33][C:32]=12)#[N:27] |f:3.4|. Procedure details: A mixture of 7.0 g of 3'-actamido-3-(N,N-dimethylamino)acrylophenone and 3.3 g. of 3-amino-4-cyanopyrazole in 100 ml of acetic acid was heated at reflux for 8 hours. Crystals that formed on cooling were filtered and dried to give 7.4 g. of N-[3-(3-cyano-pyrazolo[1,5-a]pyrimidin-7-yl)phenyl]acetamide, m.p. 254°-256° C. This was reacted with 14.8 g of sodium cyanoborohydride in 50 ml of acetic acid to give 3.0 g of N-[3-(3-cyano-4,5-dihydropyrazolo[1,5-a]pyrimidin-7-yl)phenyl]acetamide, m.p. 251°-... The reactants are Cl.C(C)(=O)N(C)C1(CCN(CC1)CCCC1(CN(CCCC1)C(C1=CC=CC=C1)=O)C1=CC(=C(C=C1)Cl)Cl)C1=CC=CC=C1 (3-[3-[4-(Acetyl-N-methylamino)-4-phenylpiperid-1-yl]propyl]-1-benzoyl-3-(3,4-dichlorophenyl)perhydroazepine Hydrochloride), C(=O)([O-])[O-].[K+].[K+] (K2CO3), NC=1SC=C(N1)C1(CCNCC1)C1=CC=CC=C1 (4-(2-aminothiazol-4-yl)-4-phenylpiperidine). Run in CN(C)C=O.C(C)#N (DMF acetonitrile). The product is Cl.Cl.NC=1SC=C(N1)C1(CCN(CC1)CCCC1(CN(CCCC1)C(C1=CC=CC=C1)=O)C1=CC(=C(C=C1)Cl)Cl)C1=CC=CC=C1 (3-[3-[4-(2-Aminothiazol-4-yl)-4-phenylpiperid-1-yl]propyl]-1-benzoyl-3-(3,4-dichlorophenyl)perhydroazepine Dihydrochloride). Reaction SMILES: [NH2:1][C:2]1[S:3][CH:4]=[C:5]([C:7]2([C:13]3[CH:18]=[CH:17][CH:16]=[CH:15][CH:14]=3)[CH2:12][CH2:11][NH:10][CH2:9][CH2:8]2)[N:6]=1.[ClH:19].C(N(C1(C2C=CC=CC=2)CCN([CH2:31][CH2:32][CH2:33][C:34]2([C:49]3[CH:54]=[CH:53][C:52]([Cl:55])=[C:51]([Cl:56])[CH:50]=3)[CH2:40][CH2:39][CH2:38][CH2:37][N:36]([C:41](=[O:48])[C:42]3[CH:47]=[CH:46][CH:45]=[CH:44][CH:43]=3)[CH2:35]2)CC1)C)(=O)C.C([O-])([O-])=O.[K+].[K+]>CN(C=O)C.C(#N)C>[ClH:55].[ClH:19].[NH2:1][C:2]1[S:3][CH:4]=[C:5]([C:7]2([C:13]3[CH:18]=[CH:17][CH:16]=[CH:15][CH:14]=3)[CH2:8][CH2:9][N:10]([CH2:31][CH2:32][CH2:33][C:34]3([C:49]4[CH:54]=[CH:53][C:52]([Cl:55])=[C:51]([Cl:56])[CH:50]=4)[CH2:40][CH2:39][CH2:38][CH2:37][N:36]([C:41](=[O:48])[C:42]4[CH:47]=[CH:46][CH:45]=[CH:44][CH:43]=4)[CH2:35]3)[CH2:11][CH2:12]2)[N:6]=1 |f:1.2,3.4.5,6.7,8.9.10|. Procedure: This compound is prepared by the procedure described in step D of EXAMPLE 13, starting from 0.77 g of 4-(2-aminothiazol-4-yl)-4-phenylpiperidine (compound of PREPARATION 1.4 in the form of the free base), 1.2 g of the compound obtained in step C of EXAMPLE 13 and 1.2 g of K2CO3 in 20 ml of a DMF/acetonitrile mixture (50/50; v/v). This gives 0.8 g of the expected product after crystallization from AcOEt, m.p.=178° C.